Dataset: the Open Reaction Database (ORD), a public repository of structured organic reaction records. Task: describe an organic reaction: reactants, conditions, products, and yield Starting materials: Brc1ccc(C2=CCN(Cc3ccccc3)CC2)cc1, CCOC(=O)OCC, [Li]CCCC, CCCCCC, C1CCOC1, O. Yields the product CCOC(=O)c1ccc(C2=CCN(Cc3ccccc3)CC2)cc1. Reaction SMILES: [Br:1][c:2]1[cH:3][cH:4][c:5]([C:8]2=[CH:13][CH2:12][N:11]([CH2:14][c:15]3[cH:16][cH:17][cH:18][cH:19][cH:20]3)[CH2:10][CH2:9]2)[cH:6][cH:7]1.[C:26]([O:27][CH2:28][CH3:29])([O:30][CH2:32][CH3:33])=[O:31].[CH2:21]([Li:22])[CH2:23][CH2:24][CH3:25].[CH3:40][CH2:41][CH2:42][CH2:43][CH2:44][CH3:45].[O:35]1[CH2:36][CH2:37][CH2:38][CH2:39]1.[OH2:34]>>[c:2]1([C:26]([O:27][CH2:28][CH3:29])=[O:30])[cH:3][cH:4][c:5]([C:8]2=[CH:13][CH2:12][N:11]([CH2:14][c:15]3[cH:16][cH:17][cH:18][cH:19][cH:20]3)[CH2:10][CH2:9]2)[cH:6][cH:7]1. The reactants are Cl (HCl), C([O-])(O)=O.[Na+] (sodium bicarbonate), [N+](=O)([O-])C1=CC=C(C=C1)CCN1CCC2(CC(C3=C(S2)SC=C3)=O)CC1 (1-(2-(p-nitrophenyl)ethyl)spiro(piperidine-4,6'-(6H)-thieno-[2,3-b]thiopyran)-4'(5'H)-one), solution, TiCl3, Cl (HCl), [OH-].[Na+] (NaOH). The solvent is O (water), C(C)(=O)O (acetic acid), O (H2O). Conditions: time 45 minute. The product is O.Cl.Cl.NC1=CC=C(C=C1)CCN1CCC2(CC(C3=C(S2)SC=C3)=O)CC1.NC1=CC=C(C=C1)CCN1CCC3(CC(C2=C(S3)SC=C2)=O)CC1.Cl.Cl (1-(2-(4-Aminophenyl)ethyl)spiro(piperidine-4,6'-(6H)-thieno[2,3-b]thiopyran)-4'(5'H)-one dihydrochloride hemihydrate). As a reaction SMILES: [N+:1]([C:4]1[CH:9]=[CH:8][C:7]([CH2:10][CH2:11][N:12]2[CH2:26][CH2:25][C:15]3([S:20][C:19]4[S:21][CH:22]=[CH:23][C:18]=4[C:17](=[O:24])[CH2:16]3)[CH2:14][CH2:13]2)=[CH:6][CH:5]=1)([O-])=[O:2].[OH-].[Na+].C(=O)(O)[O-].[Na+].[ClH:34]>C(O)(=O)C.O>[OH2:2].[ClH:34].[ClH:34].[NH2:1][C:4]1[CH:9]=[CH:8][C:7]([CH2:10][CH2:11][N:12]2[CH2:13][CH2:14][C:15]3([S:20][C:19]4[S:21][CH:22]=[CH:23][C:18]=4[C:17](=[O:24])[CH2:16]3)[CH2:25][CH2:26]2)=[CH:6][CH:5]=1.[NH2:1][C:4]1[CH:9]=[CH:8][C:7]([CH2:10][CH2:11][N:12]2[CH2:13][CH2:14][C:15]3([S:20][C:19]4[S:21][CH:22]=[CH:23][C:18]=4[C:17](=[O:24])[CH2:16]3)[CH2:25][CH2:26]2)=[CH:6][CH:5]=1.[ClH:34].[ClH:34] |f:1.2,3.4,8.9.10.11.12.13.14|. Procedure: A solution of 1.1 g (2.8 mmoles) of 1-(2-(p-nitrophenyl)ethyl)spiro(piperidine-4,6'-(6H)-thieno-[2,3-b]thiopyran)-4'(5'H)-one in 15 mL acetic acid and 20 mL H2O was treated with 15 mL of a solution of 15% TiCl3 in 20% HCl. The dark purple reaction mixture was stirred at room temperature for 45 minutes and poured into 200 mL water. The pH was adjusted to 9 with 2N NaOH and saturated sodium bicarbonate. The aqueous mixture was extracted several times with ethyl acetate. The combined organics were ...